From a dataset of the Open Reaction Database (ORD), a public repository of structured organic reaction records. describe an organic reaction: reactants, conditions, products, and yield The reactants are N12CC3[C@@H](C(CC(C1)C3)C2)N ((4s)-1-azatricyclo[3.3.1.13,7]dec-4-ylamine), C1=C(C=CC2=CC=CC=C12)C(=O)O (2-naphthoic acid), N (NH3). The product is N12CC3[C@@H](C(CC(C1)C3)C2)NC(=O)C2=CC3=CC=CC=C3C=C2 (Naphthalene-2-carboxylic acid(4s)-(1-azatricyclo[3.3.1.13,7]dec-4-yl)-amide). RXN SMILES: [N:1]12[CH2:10][CH:5]3[CH2:6][CH:7]([CH2:9][CH:3]([C@@H:4]3[NH2:11])[CH2:2]1)[CH2:8]2.[CH:12]1[C:21]2[C:16](=[CH:17][CH:18]=[CH:19][CH:20]=2)[CH:15]=[CH:14][C:13]=1[C:22](O)=[O:23].N>>[N:1]12[CH2:10][CH:5]3[CH2:6][CH:7]([CH2:9][CH:3]([C@@H:4]3[NH:11][C:22]([C:13]3[CH:14]=[CH:15][C:16]4[C:21](=[CH:20][CH:19]=[CH:18][CH:17]=4)[CH:12]=3)=[O:23])[CH2:2]1)[CH2:8]2. Procedure: Prepared from (4s)-1-azatricyclo[3.3.1.13,7]dec-4-ylamine and 2-naphthoic acid (Aldrich) according to method B; 1H NMR (500 MHz, methanol-d4) δ 1.94-2.03 (m, 3H), 2.29-2.40 (m, 4H), 3.40 (s, 2H), 3.51 (s, 4H), 4.43 (s, 1H), 7.54-7.62 (m, 2H), 7.86-8.02 (m, 4H), 8.40 (d, J=1 Hz, 1H); MS (APCI/NH3) m/z 307 (M+H)+.